From a dataset of the Open Reaction Database (ORD), a public repository of structured organic reaction records. describe an organic reaction: reactants, conditions, products, and yield Reactants: [Si](C)(C)(C(C)(C)C)O[C@H]1C[C@@H](CC2=CC=C3[C@@H]4CC=C([C@@H](C)O)[C@]4(CC[C@@H]3[C@@]12C)C)O[Si](C)(C)C(C)(C)C (1α,3β-bis(tert-butyldimethylsilyloxy)-20(R)-hydroxypregna-5,7,16-triene), [H-].[Na+] (sodium hydride), 15-crown-5(10 μl), BrC\C=C/C(C)(O[Si](CC)(CC)CC)C ((Z)-1-bromo-4-methyl-4-triethylsilyloxy-2-pentene). Solvent: O1CCCC1 (tetrahydrofuran). Product: [Si](C)(C)(C(C)(C)C)O[C@H]1C[C@@H](CC2=CC=C3[C@@H]4CC=C([C@@H](C)OC\C=C/C(C)(O[Si](CC)(CC)CC)C)[C@]4(CC[C@@H]3[C@@]12C)C)O[Si](C)(C)C(C)(C)C (1α,3β-bis(tert-Butyldimethylsilyloxy)-20(R)-{(Z)-(4-methyl-4-triethylsilyloxy-2-pentenyloxy)}pregna-5,7,16-triene). Isolated yield 85.2%. RXN SMILES: [Si:1]([O:8][C@@H:9]1[C@@:28]2([CH3:29])[C:13](=[CH:14][CH:15]=[C:16]3[C@@H:27]2[CH2:26][CH2:25][C@@:24]2([CH3:30])[C@H:17]3[CH2:18][CH:19]=[C:20]2[C@H:21]([OH:23])[CH3:22])[CH2:12][C@@H:11]([O:31][Si:32]([C:35]([CH3:38])([CH3:37])[CH3:36])([CH3:34])[CH3:33])[CH2:10]1)([C:4]([CH3:7])([CH3:6])[CH3:5])([CH3:3])[CH3:2].[H-].[Na+].Br[CH2:42]/[CH:43]=[CH:44]\[C:45]([CH3:55])([O:47][Si:48]([CH2:53][CH3:54])([CH2:51][CH3:52])[CH2:49][CH3:50])[CH3:46]>O1CCCC1>[Si:1]([O:8][C@@H:9]1[C@@:28]2([CH3:29])[C:13](=[CH:14][CH:15]=[C:16]3[C@@H:27]2[CH2:26][CH2:25][C@@:24]2([CH3:30])[C@H:17]3[CH2:18][CH:19]=[C:20]2[C@H:21]([O:23][CH2:42]/[CH:43]=[CH:44]\[C:45]([CH3:55])([O:47][Si:48]([CH2:51][CH3:52])([CH2:53][CH3:54])[CH2:49][CH3:50])[CH3:46])[CH3:22])[CH2:12][C@@H:11]([O:31][Si:32]([C:35]([CH3:37])([CH3:36])[CH3:38])([CH3:33])[CH3:34])[CH2:10]1)([C:4]([CH3:7])([CH3:6])[CH3:5])([CH3:3])[CH3:2] |f:1.2|. Procedure: Under the same conditions as in Example 83, 1α,3β-bis(tert-butyldimethylsilyloxy)-20(R)-hydroxypregna-5,7,16-triene (60.0 mg, 0.107 mmol), sodium hydride (60%, 17.1 mg, 0.428 mmol), 15-crown-5(10 μl) and (Z)-1-bromo-4-methyl-4-triethylsilyloxy-2-pentene (125 mg, 0.428 mmol) were reacted in tetrahydrofuran (1 ml) and worked up, and then the residue was purified by preparative thin layer chromatography (0.5 mm×2, hexane:ethyl acetate=30:1, developed once) to give the title compound as a colorless ... Starting materials: FC(C1=CC=C(C=C1)C1CN(C1)C(C1=CC=CC=C1)C1=CC=CC=C1)(F)F (3-(4-(Trifluoromethyl)phenyl)-1-(diphenylmethyl)azetidine), NC[C@@H](C)O ((R)-1-amino-2-propanol), C(C)(C)(C)C1=CC=C(C=C1)C1CN(C1)C(=O)NCC=C (3-(4-tert-butylphenyl)-N-(2-propenyl)azetidine-1-carboxamide). Solvent: O (H2O). Product: FC(C1=CC=C(C=C1)C1CN(C1)C(=O)NC[C@@H](C)O)(F)F ((R)-3-(4-(Trifluoromethyl)phenyl)-N-(2-hydroxypropyl)azetidine carboxamide). Reaction SMILES: [F:1][C:2]([F:27])([F:26])[C:3]1[CH:8]=[CH:7][C:6]([CH:9]2[CH2:12][N:11]([CH:13](C3C=CC=CC=3)C3C=CC=CC=3)[CH2:10]2)=[CH:5][CH:4]=1.[NH2:28][CH2:29][C@H:30]([OH:32])[CH3:31].C(C1C=CC(C2CN(C(NCC=C)=[O:48])C2)=CC=1)(C)(C)C>O>[F:27][C:2]([F:1])([F:26])[C:3]1[CH:4]=[CH:5][C:6]([CH:9]2[CH2:10][N:11]([C:13]([NH:28][CH2:29][C@H:30]([OH:32])[CH3:31])=[O:48])[CH2:12]2)=[CH:7][CH:8]=1. Procedure: This compound was prepared from compound (32) and (R)-1-amino-2-propanol using the procedure described for compound (12). m.p. 107-108° C. Found: C, 54.78; H, 5.75; N, 9.01. C14H17F3N2O2.0.25 H2O requires C, 54.81; H. 5.71, N, 9.13%. Starting materials: ClC(Cl)Cl, OCc1ccccc1Sc1ccc(Cl)c(C(F)(F)F)c1, O=S(Cl)Cl. The product is FC(F)(F)c1cc2c(cc1Cl)C(Cl)Cc1ccccc1S2. Reaction SMILES: [CH:25]([Cl:26])([Cl:27])[Cl:28].[F:1][C:2]([c:3]1[cH:4][c:5]([S:10][c:11]2[c:12]([CH2:13][OH:14])[cH:15][cH:16][cH:17][cH:18]2)[cH:6][cH:7][c:8]1[Cl:9])([F:19])[F:20].[S:21]([Cl:22])([Cl:23])=[O:24]>>[F:1][C:2]([c:3]1[cH:4][c:5]2[c:6]([cH:7][c:8]1[Cl:9])[CH:25]([Cl:26])[CH2:13][c:12]1[c:11]([cH:18][cH:17][cH:16][cH:15]1)[S:10]2)([F:19])[F:20].